From a dataset of the Open Reaction Database (ORD), a public repository of structured organic reaction records. describe an organic reaction: reactants, conditions, products, and yield Reactants: CCOC(C)=O, CS(C)=O, ClCc1ccccc1, [K+], O=[N+]([O-])c1ccc2cc[nH]c2c1, [OH-]. Yields the product O=[N+]([O-])c1ccc2ccn(Cc3ccccc3)c2c1. Reaction SMILES: [CH3:23][CH2:24][O:25][C:26](=[O:27])[CH3:28].[CH3:29][S:30]([CH3:31])=[O:32].[Cl:13][CH2:14][c:15]1[cH:16][cH:17][cH:18][cH:19][cH:20]1.[K+:22].[N+:1](=[O:2])([O-:3])[c:4]1[cH:5][cH:6][c:7]2[cH:8][cH:9][nH:10][c:11]2[cH:12]1.[OH-:21]>>[N+:1](=[O:2])([O-:3])[c:4]1[cH:5][cH:6][c:7]2[cH:8][cH:9][n:10]([CH2:14][c:15]3[cH:16][cH:17][cH:18][cH:19][cH:20]3)[c:11]2[cH:12]1. Starting materials: C([O-])([O-])=O.[K+].[K+] (potassium carbonate), C(=O)N1CCN2N=CC(=C21)C(=O)OCC (1-formyl-2,3-dihydro-7-ethoxycarbonyl-1H-imidazo[1,2-b]pyrazole), ice water, Cl (hydrochloric acid). Solvent: CO (methanol). Reaction conditions: time 2 hour. Product: C(C)OC(=O)C1=C2N(N=C1)CCN2 (2,3-dihydro-7-ethoxycarbonyl-1H-imidazo[1,2-b]pyrazole). Yield: 96.4%. Reaction SMILES: C([N:3]1[C:10]2[N:6]([N:7]=[CH:8][C:9]=2[C:11]([O:13][CH2:14][CH3:15])=[O:12])[CH2:5][CH2:4]1)=O.Cl.C(=O)([O-])[O-].[K+].[K+]>CO>[CH2:14]([O:13][C:11]([C:9]1[CH:8]=[N:7][N:6]2[CH2:5][CH2:4][NH:3][C:10]=12)=[O:12])[CH3:15] |f:2.3.4|. Procedure: To a suspension of 1-formyl-2,3-dihydro-7-ethoxycarbonyl-1H-imidazo[1,2-b]pyrazole (40 g) in methanol (200 ml) was added conc. hydrochloric acid (31.9 ml) under ice-cooling. The mixture was stirred at room temperature for 2 hours. The reaction mixture was poured into ice-water (300 ml) and adjusted to pH 6.5 with 40% aqueous potassium carbonate solution. The mixture was evaporated to precipitate the crystals. The crystals were collected by filtration to give 2,3-dihydro-7-ethoxycarbonyl-1H-imida... The reactants are [H-].[Na+] (sodium hydride), C(C)OC(C(C1=CC=C(C=C1)O)=O)=O (4-hydroxy-alpha-oxobenzeneacetic acid ethyl ester), BrCC(=O)N1CCOCC1 (4-(bromoacetyl)morpholine). Run in CN(C=O)C (dimethylformamide), CN(C=O)C (dimethylformamide). Reaction conditions: time 15 minute. Yields the product C(C)OC(C(C1=CC=C(C=C1)OCC(=O)N1CCOCC1)=O)=O (4-[2-(4-morpholinyl)-2-oxoethoxy]-alpha-oxobenzeneacetic acid ethyl ester). Yield: 64.7%. As a reaction SMILES: [CH2:1]([O:3][C:4](=[O:14])[C:5](=[O:13])[C:6]1[CH:11]=[CH:10][C:9]([OH:12])=[CH:8][CH:7]=1)[CH3:2].[H-].[Na+].Br[CH2:18][C:19]([N:21]1[CH2:26][CH2:25][O:24][CH2:23][CH2:22]1)=[O:20]>CN(C)C=O>[CH2:1]([O:3][C:4](=[O:14])[C:5](=[O:13])[C:6]1[CH:11]=[CH:10][C:9]([O:12][CH2:18][C:19]([N:21]2[CH2:26][CH2:25][O:24][CH2:23][CH2:22]2)=[O:20])=[CH:8][CH:7]=1)[CH3:2] |f:1.2|. Procedure: A mixture of 4-hydroxy-alpha-oxobenzeneacetic acid ethyl ester (0.71 g) in dimethylformamide (7 mL) under argon was treated with 55% sodium hydride (0.16 g), stirred for 15 minutes and then 4-(bromoacetyl)morpholine (0.76 g) in dimethylformamide (5 mL) was added. The mixture was stirred at room temperature for 18 hours and worked up as in Example 20. The crude product was purified by HPLC (toluene-hexane; 3:1 ) and then crystallized twice from ethyl acetate-hexane to provide 0.76 g of 4-[2-(4-mo... The reactants are C(C)OCC (diethyl ether), iso-hexanes, C(C1=CC=CC=C1)N1[C@@]2([C@@H](CC[C@H]1[C@@H](C2)C2=NN=NN2C)OC(C2=CC(=CC(=C2)C(F)(F)F)C(F)(F)F)=O)C2=CC=CC=C2 ((1R*,2R*,5S*,6R*)-8-benzyl-2-[3,5-bis(trifluoromethyl)benzoyloxy]-6-(1-methyl-1H-tetrazol-5-yl)-1-phenyl-8-azabicyclo[3.2.1]octane). Reagents/catalysts: C[Ti](C1C=CC=C1)(C1C=CC=C1)C (Dimethylbis(cyclopentadienyl)titanium). Solvent: C1(=CC=CC=C1)C (toluene). Reaction conditions: temperature 100 celsius, time 3 hour. Yields the product C(C1=CC=CC=C1)N1[C@@]2([C@@H](CC[C@H]1[C@@H](C2)C2=NN=NN2C)OC(=C)C2=CC(=CC(=C2)C(F)(F)F)C(F)(F)F)C2=CC=CC=C2 ((1R*,2R*,5S*,6R*)-8-Benzyl-2-{1-[3,5-bis(trifluoromethyl)phenyl]ethenyloxy}-6-(1-methyl-1H-tetrazol-5-yl)-1-phenyl-8-azabicyclo[3.2.1]octane). Isolated yield 69.0%. RXN SMILES: [CH2:1]([N:8]1[C@@H:13]2[C@H:14]([C:16]3[N:20]([CH3:21])[N:19]=[N:18][N:17]=3)[CH2:15][C@@:9]1([C:39]1[CH:44]=[CH:43][CH:42]=[CH:41][CH:40]=1)[C@H:10]([O:22][C:23](=O)[C:24]1[CH:29]=[C:28]([C:30]([F:33])([F:32])[F:31])[CH:27]=[C:26]([C:34]([F:37])([F:36])[F:35])[CH:25]=1)[CH2:11][CH2:12]2)[C:2]1[CH:7]=[CH:6][CH:5]=[CH:4][CH:3]=1.[CH2:45](OCC)C>C1(C)C=CC=CC=1.C[Ti](C)(C1C=CC=C1)C1C=CC=C1>[CH2:1]([N:8]1[C@@H:13]2[C@H:14]([C:16]3[N:20]([CH3:21])[N:19]=[N:18][N:17]=3)[CH2:15][C@@:9]1([C:39]1[CH:40]=[CH:41][CH:42]=[CH:43][CH:44]=1)[C@H:10]([O:22][C:23]([C:24]1[CH:25]=[C:26]([C:34]([F:36])([F:37])[F:35])[CH:27]=[C:28]([C:30]([F:33])([F:32])[F:31])[CH:29]=1)=[CH2:45])[CH2:11][CH2:12]2)[C:2]1[CH:3]=[CH:4][CH:5]=[CH:6][CH:7]=1. Reported procedure: Dimethylbis(cyclopentadienyl)titanium (12 ml, 0.45M solution in toluene) was added to a solution of (1R*,2R*,5S*,6R*)-8-benzyl-2-[3,5-bis(trifluoromethyl)benzoyloxy]-6-(1-methyl-1H-tetrazol-5-yl)-1-phenyl-8-azabicyclo[3.2.1]octane (Description 33b; 0.83 g, 1.35 mmol) in toluene (20 ml). The mixture was stirred at 100° C. for 3 hours. On cooling to room temperature the mixture was poured into 100 ml of 1:1 diethyl ether:iso-hexanes. The mixture was filtered through Celite™and the filtrate concent... The reactants are C[N+]1(CCOCC1)[O-] (4-methylmorpholine N-oxide), C(C)(C)(C)OC(NC1(CC1)C=C)=O (tert-butyl(1-ethenylcyclopropyl)carbamate), C1CCOC1.O (THF water). Reagents/catalysts: [Os](=O)(=O)(=O)=O (osmium tetroxide). Run at time 8 hour. Yields the product OC(CO)C1(CC1)NC(OC(C)(C)C)=O (tert-butyl [1-(1,2-dihydroxyethyl)cyclopropyl]carbamate). Reaction SMILES: C[N+]1([O-])CC[O:5]CC1.[C:9]([O:13][C:14](=[O:21])[NH:15][C:16]1([CH:19]=[CH2:20])[CH2:18][CH2:17]1)([CH3:12])([CH3:11])[CH3:10].C1COCC1.[OH2:27]>[Os](=O)(=O)(=O)=O>[OH:27][CH:19]([C:16]1([NH:15][C:14](=[O:21])[O:13][C:9]([CH3:12])([CH3:11])[CH3:10])[CH2:17][CH2:18]1)[CH2:20][OH:5] |f:2.3|. Procedure details: A catalytic amount of osmium tetroxide (<1 mg) and 4-methylmorpholine N-oxide (70 mg, 0.6 mmol) were added to a solution of tert-butyl(1-ethenylcyclopropyl)carbamate (0.10 g, 0.55 mmol) in THF/water (5 mL/5 mL). The mixture was stirred at room temperature overnight and then concentrated under reduced pressure. The residue was purified by chromatography on silica gel (methanol/dichloromethane) to give tert-butyl [1-(1,2-dihydroxyethyl)cyclopropyl]carbamate. 1H NMR (400 MHz, CD3OD): δ 3.63-3.60 (m... Starting materials: C(C1=CC=CC=C1)NC(=C(C(=O)OCC)C#N)SC (ethyl 3-benzylamino-3-methylthio-2-cyanoacrylate), FC1=CC=C(CN2CCNCC2)C=C1 (1-(p-fluorobenzyl)piperazine). Run in C(C)#N (acetonitrile). Reaction conditions: temperature 80 celsius. Product: C(C1=CC=CC=C1)NC(=C(C(=O)OCC)C#N)N1CCN(CC1)CC1=CC=C(C=C1)F (Ethyl 3-benzylamino-3-[4-(p-fluorobenzyl)-1-piperazinyl]-2-cyanoacrylate). The yield is 21.0%. As a reaction SMILES: [CH2:1]([NH:8][C:9](SC)=[C:10]([C:16]#[N:17])[C:11]([O:13][CH2:14][CH3:15])=[O:12])[C:2]1[CH:7]=[CH:6][CH:5]=[CH:4][CH:3]=1.[F:20][C:21]1[CH:33]=[CH:32][C:24]([CH2:25][N:26]2[CH2:31][CH2:30][NH:29][CH2:28][CH2:27]2)=[CH:23][CH:22]=1>C(#N)C>[CH2:1]([NH:8][C:9]([N:29]1[CH2:28][CH2:27][N:26]([CH2:25][C:24]2[CH:32]=[CH:33][C:21]([F:20])=[CH:22][CH:23]=2)[CH2:31][CH2:30]1)=[C:10]([C:16]#[N:17])[C:11]([O:13][CH2:14][CH3:15])=[O:12])[C:2]1[CH:7]=[CH:6][CH:5]=[CH:4][CH:3]=1. Procedure: To ethyl 3-benzylamino-3-methylthio-2-cyanoacrylate (1.50 g, 5.43 mmol) and 1-(p-fluorobenzyl)piperazine (2.11 g, 10.9 mmol) was added acetonitrile (1 ml) and the mixture was heated under reflux at 80° C. for 2 hours. The reaction product was purified by silica gel column chromatography to give the title compound as a brown oily substance (0.48 g) from the fraction from hexane-ethyl acetate (1/1). Yield=21%. RXN SMILES: [F:1][C:2]1[CH:25]=[CH:24][CH:23]=[CH:22][C:3]=1[CH2:4][C:5]1[C:9]2=[N:10][CH:11]=[CH:12][CH:13]=[C:8]2[N:7]([C:14]2[N:19]=[C:18]([NH2:20])[C:17]([NH2:21])=[CH:16][N:15]=2)[N:6]=1.Cl[C:27]([O:29][CH3:30])=[O:28].C(OCC)(=O)C>N1C=CC=CC=1>[NH2:20][C:18]1[C:17]([NH:21][C:27](=[O:28])[O:29][CH3:30])=[CH:16][N:15]=[C:14]([N:7]2[C:8]3[C:9](=[N:10][CH:11]=[CH:12][CH:13]=3)[C:5]([CH2:4][C:3]3[CH:22]=[CH:23][CH:24]=[CH:25][C:2]=3[F:1])=[N:6]2)[N:19]=1. Starting materials: ClC(=O)OC (methyl chloroformate), FC1=C(CC2=NN(C=3C2=NC=CC3)C3=NC=C(C(=N3)N)N)C=CC=C1 (2-[3-(2-Fluorobenzyl)-1H-pyrazolo[4,3-b]pyridin-1-yl]pyrimidine-4,5-diamine), C(C)(=O)OCC (ethyl acetate). Run in N1=CC=CC=C1 (pyridine). Reported procedure: Under argon, 330 mg (0.98 mmol) of the compound from example 12A were initially charged in pyridine (12 ml), the mixture was cooled to 0° C. and 84 μl (108 mmol) of methyl chloroformate were then added dropwise. The reaction mixture was stirred further at RT overnight, and ethyl acetate was then added. The organic phase was washed twice with saturated aqueous sodium bicarbonate solution, dried over magnesium sulfate, filtered and concentrated. The residue was separated by preparative RP-HPLC (ac... Yields the product NC1=NC(=NC=C1NC(OC)=O)N1N=C(C2=NC=CC=C21)CC2=C(C=CC=C2)F (Methyl {4-amino-2-[3-(2-fluorobenzyl)-1H-pyrazolo[4,3-b]pyridin-1-yl]pyrimidin-5-yl}carbamate). Run at temperature 0 celsius, time 8 hour. The product is C1(=CC=CC2=CC=CC=C12)O (1-naphthol). Reactants: C1=C(C=CC2=CC=CC=C12)O (2-naphthol), C1(CC2=CC=CC3=CC=CC1=C23)O (1-acenaphthenol), OC1=C(C=CC=C1)C1=CC=CC=C1 (2-hydroxybiphenyl). Procedure: 2-naphthol; 1-acenaphthenol; 2-hydroxybiphenyl; Reaction SMILES: C1C2C(=CC=CC=2)C=CC=1O.C1(O)C2=C3C(=CC=C2)C=CC=C3C1.[OH:25][C:26]1[CH:31]=[CH:30][CH:29]=[CH:28][C:27]=1[C:32]1[CH:37]=[CH:36][CH:35]=CC=1>>[C:26]1([OH:25])[C:27]2[C:28](=[CH:35][CH:36]=[CH:37][CH:32]=2)[CH:29]=[CH:30][CH:31]=1. The reactants are FC1=CC=C(C=C1)C=1C(=NNC1C(F)(F)F)C1=CC=C(C=C1)SC (4-(4-fluorophenyl)-3-[4-(methylthio)phenyl]-5-(trifluoromethyl)-1H-pyrazole), C([O-])([O-])=O.[K+].[K+] (potassium carbonate), C(C#C)Br (propargyl bromide). The solvent is CN(C)C=O (DMF). Product: FC1=CC=C(C=C1)C=1C(=NN(C1C(F)(F)F)CC#C)C1=CC=C(C=C1)SC (4-(4-fluorophenyl)-3-[4-(methylthio)phenyl]-1-propargyl-5-(trifluoromethyl)pyrazole). The yield is 21.1%. RXN SMILES: [F:1][C:2]1[CH:7]=[CH:6][C:5]([C:8]2[C:9]([C:17]3[CH:22]=[CH:21][C:20]([S:23][CH3:24])=[CH:19][CH:18]=3)=[N:10][NH:11][C:12]=2[C:13]([F:16])([F:15])[F:14])=[CH:4][CH:3]=1.C(=O)([O-])[O-].[K+].[K+].[CH2:31](Br)[C:32]#[CH:33]>CN(C=O)C>[F:1][C:2]1[CH:7]=[CH:6][C:5]([C:8]2[C:9]([C:17]3[CH:22]=[CH:21][C:20]([S:23][CH3:24])=[CH:19][CH:18]=3)=[N:10][N:11]([CH2:33][C:32]#[CH:31])[C:12]=2[C:13]([F:15])([F:16])[F:14])=[CH:4][CH:3]=1 |f:1.2.3|. Procedure details: 4-(4-Fluorophenyl)-3-[4-(methylthio)phenyl]-5-(trifluoromethyl)-1H-pyrazole (0.15 g) from step 1 was added to potassium carbonate (0.14 g) and propargyl bromide (0.45 g) in 5 mL of DMF. HPLC purification gave 4-(4-fluorophenyl)-3-[4-(methylthio)phenyl]-1-propargyl-5-(trifluoromethyl)pyrazole (35 mg, 22%) in the first fraction (mp 144.5°-146° C.) and 4-(4-fluorophenyl)-5-[4-(methylthio)phenyl]-1-propargyl-3-(trifluoromethyl)-1H-pyrazole in the second fraction (87 mg, 56%, mp 135.5°-138.5° C.). The reactants are BrC=1C(N(N=C(C1)OC[C@@H]1[C@H](C1)C1=NC=C(C=C1)OC)C)=O (4-bromo-6-(((1S,2S)-2-(5-methoxypyridin-2-yl)cyclopropyl)methoxy)-2-methylpyridazin-3(2H)-one), C(C)C1=NN(C(=C1)CN)C ((3-ethyl-1-methyl-1H-pyrazol-5-yl)methanamine), C=1C=CC(=CC1)P(C=2C=CC=CC2)C3=CC=C4C=CC=CC4=C3C5=C6C=CC=CC6=CC=C5P(C=7C=CC=CC7)C=8C=CC=CC8 (BINAP), CC(C)(C)[O-].[Na+] (NaOtBu). Reagents/catalysts: C=1C=CC(=CC1)/C=C/C(=O)/C=C/C2=CC=CC=C2.C=1C=CC(=CC1)/C=C/C(=O)/C=C/C2=CC=CC=C2.C=1C=CC(=CC1)/C=C/C(=O)/C=C/C2=CC=CC=C2.[Pd].[Pd] (Pd2(dba)3). Solvent: O (water), C1(=CC=CC=C1)C (toluene). Conditions: temperature 100 celsius, time 8 hour. Product: C(C)C1=NN(C(=C1)CNC=1C(N(N=C(C1)OC[C@@H]1[C@H](C1)C1=NC=C(C=C1)OC)C)=O)C (4-((3-ethyl-1-methyl-1H-pyrazol-5-yl)methylamino)-6-(((1S,2S)-2-(5-methoxypyridin-2-yl)cyclopropyl)methoxy)-2-methylpyridazin-3(2H)-one). As a reaction SMILES: Br[C:2]1[C:3](=[O:22])[N:4]([CH3:21])[N:5]=[C:6]([O:8][CH2:9][C@H:10]2[CH2:12][C@@H:11]2[C:13]2[CH:18]=[CH:17][C:16]([O:19][CH3:20])=[CH:15][N:14]=2)[CH:7]=1.[CH2:23]([C:25]1[CH:29]=[C:28]([CH2:30][NH2:31])[N:27]([CH3:32])[N:26]=1)[CH3:24].C1C=CC(P(C2C(C3C(P(C4C=CC=CC=4)C4C=CC=CC=4)=CC=C4C=3C=CC=C4)=C3C(C=CC=C3)=CC=2)C2C=CC=CC=2)=CC=1.CC([O-])(C)C.[Na+]>C1(C)C=CC=CC=1.C1C=CC(/C=C/C(/C=C/C2C=CC=CC=2)=O)=CC=1.C1C=CC(/C=C/C(/C=C/C2C=CC=CC=2)=O)=CC=1.C1C=CC(/C=C/C(/C=C/C2C=CC=CC=2)=O)=CC=1.[Pd].[Pd].O>[CH2:23]([C:25]1[CH:29]=[C:28]([CH2:30][NH:31][C:2]2[C:3](=[O:22])[N:4]([CH3:21])[N:5]=[C:6]([O:8][CH2:9][C@H:10]3[CH2:12][C@@H:11]3[C:13]3[CH:18]=[CH:17][C:16]([O:19][CH3:20])=[CH:15][N:14]=3)[CH:7]=2)[N:27]([CH3:32])[N:26]=1)[CH3:24] |f:3.4,6.7.8.9.10|. Procedure: To a solution of 4-bromo-6-(((1S,2S)-2-(5-methoxypyridin-2-yl)cyclopropyl)methoxy)-2-methylpyridazin-3(2H)-one (70 mg, 0.19 mmol) in toluene (5 mL) under N2, ((3-ethyl-1-methyl-1H-pyrazol-5-yl)methanamine (32.2 mg, 0.23 mmol), Pd2(dba)3 (18 mg, 0.019 mmol), BINAP (35 mg, 0.06 mmol) and NaOtBu (27 mg, 0.285 mmol) were added. After the reaction mixture was stirred at 100° C. overnight, 15 mL water was added. The mixture was extracted with EtOAc (2×10 mL). The combined organics were dried over MgSO...